From a dataset of the Open Reaction Database (ORD), a public repository of structured organic reaction records. describe an organic reaction: reactants, conditions, products, and yield Starting materials: C([O-])(O)=O.[NH4+] (ammonium bicarbonate), FC1=C(C=CC(=C1)F)C1=CC(=C(C(C(=O)O)=C1)O)I (5-(2,4-difluorophenyl)-3-iodo-salicylic acid), FC1=C(C(=C(C(=C1O)F)F)F)F (pentafluorophenol), CC(C)N=C=NC(C)C (N,N-diisopropylcarbodiimide). Solvent: O (water), C(C)#N (acetonitrile). Product: FC1=C(C=CC(=C1)F)C1=CC(=C(C(C(=O)N)=C1)O)I (5-(2,4-difluorophenyl)-3-iodo-salicylamide). Reaction SMILES: [F:1][C:2]1[CH:7]=[C:6]([F:8])[CH:5]=[CH:4][C:3]=1[C:9]1[CH:17]=[C:13]([C:14](O)=[O:15])[C:12]([OH:18])=[C:11]([I:19])[CH:10]=1.FC1C(O)=C(F)C(F)=C(F)C=1F.CC([N:35]=C=NC(C)C)C.C(=O)(O)[O-].[NH4+]>C(#N)C.O>[F:1][C:2]1[CH:7]=[C:6]([F:8])[CH:5]=[CH:4][C:3]=1[C:9]1[CH:17]=[C:13]([C:14]([NH2:35])=[O:15])[C:12]([OH:18])=[C:11]([I:19])[CH:10]=1 |f:3.4|. Procedure details: 1 g (2.66 mmol) of 5-(2,4-difluorophenyl)-3-iodo-salicylic acid was mixed with 0.738 g (4.01 mmol) of pentafluorophenol in 20 ml of acetonitrile. 10 ml of N,N-diisopropylcarbodiimide was added at 0° C. and it was stirred continuously. 0.634 g of ammonium bicarbonate was dissolved in water. Consumption of the starting product was confirmed by HPLC and the crude was diluted with water and extracted with dichloromethane. The organic phase was dried over magnesium sulphate and purified on a silica g... The reactants are C(C1=CC=CC=C1)Cl (benzyl chloride), BrCCCCCCCCCC (1-bromodecane), NC=1N=NN(N1)CC1=CC=CC=C1 (5-amino-2-benzyltetrazole). Product: NC1=NN=NN1CC1=CC=CC=C1 (5-amino-1-benzyltetrazole). Reaction SMILES: [CH2:1](Cl)[C:2]1[CH:7]=[CH:6][CH:5]=[CH:4][CH:3]=1.BrCCCCCCCCCC.[NH2:20][C:21]1[N:22]=[N:23][N:24](CC2C=CC=CC=2)[N:25]=1>>[NH2:20][C:21]1[N:25]([CH2:1][C:2]2[CH:7]=[CH:6][CH:5]=[CH:4][CH:3]=2)[N:24]=[N:23][N:22]=1. Procedure details: Following the general procedure of Example 2 only substituting an appropriate amount of benzyl chloride for 1-bromodecane, 5-amino-2-benzyltetrazole and 5-amino-1-benzyltetrazole were obtained. Reactants: CN(C(C1=CC=CC=C1)=O)CCO (N-methyl-N-(2-hydroxyethyl)benzamide), C(CCCCCCC\C=C/CCCCCCCC)(=O)Cl (oleoyl chloride). Yields the product C(C1=CC=CC=C1)(=O)N (benzamide), CN(C(C1=CC=CC=C1)=O)CCOC(CCCCCCC\C=C/CCCCCCCC)=O (N-methyl-N-(2-oleoyloxyethyl)benzamide). Reaction SMILES: [CH3:1][N:2]([CH2:11][CH2:12][OH:13])[C:3](=[O:10])[C:4]1[CH:9]=[CH:8][CH:7]=[CH:6][CH:5]=1.[C:14](Cl)(=[O:32])[CH2:15][CH2:16][CH2:17][CH2:18][CH2:19][CH2:20][CH2:21]/[CH:22]=[CH:23]\[CH2:24][CH2:25][CH2:26][CH2:27][CH2:28][CH2:29][CH2:30][CH3:31]>>[C:3]([NH2:2])(=[O:10])[C:4]1[CH:9]=[CH:8][CH:7]=[CH:6][CH:5]=1.[CH3:1][N:2]([CH2:11][CH2:12][O:13][C:14](=[O:32])[CH2:15][CH2:16][CH2:17][CH2:18][CH2:19][CH2:20][CH2:21]/[CH:22]=[CH:23]\[CH2:24][CH2:25][CH2:26][CH2:27][CH2:28][CH2:29][CH2:30][CH3:31])[C:3](=[O:10])[C:4]1[CH:9]=[CH:8][CH:7]=[CH:6][CH:5]=1. Reported procedure: N-methyl-N-2-oleoyloxyethyl)benzamide was prepared by the procedure of example 1 from 18 gms. (0.1 mole) of N-methyl-N-(2-hydroxyethyl)benzamide and 30 gms. (0.1 mole) of oleoyl chloride. The structure of the final product was characterized on the basis of IR and NMR spectral analyses as described in example 1. Starting materials: NC1=CC=C(C=C1)C=1SC2=C(N1)C=CC(=C2)C (2-(4-amino-phenyl)-6-methyl benzothiazole), CN1CCOCC1 (N-methyl morpholine), O1C(=CC=C1)C(=O)O (2-Furoic acid), O.ON1N=NC2=C1C=CC=C2 (1-hydroxy-benzotriazole hydrate), 1-(3-dimethyl amino propyl)-3-ethyl carbodiimide hydrochloride. The solvent is C(Cl)Cl (methylene chloride), C(Cl)Cl (methylene chloride), C(Cl)Cl (methylene chloride), C(Cl)Cl (methylene chloride). The product is O1C(=CC=C1)C(=O)NC1=CC=C(C=C1)C=1SC2=C(N1)C=CC(=C2)C (2-Furyl-N-[4-(6-methyl-benzothiazol-2-yl)phenyl]carboxamide). As a reaction SMILES: [O:1]1[CH:5]=[CH:4][CH:3]=[C:2]1[C:6]([OH:8])=O.[NH2:9][C:10]1[CH:15]=[CH:14][C:13]([C:16]2[S:17][C:18]3[CH:24]=[C:23]([CH3:25])[CH:22]=[CH:21][C:19]=3[N:20]=2)=[CH:12][CH:11]=1.CN1CCOCC1.O.ON1C2C=CC=CC=2N=N1>C(Cl)Cl>[O:1]1[CH:5]=[CH:4][CH:3]=[C:2]1[C:6]([NH:9][C:10]1[CH:11]=[CH:12][C:13]([C:16]2[S:17][C:18]3[CH:24]=[C:23]([CH3:25])[CH:22]=[CH:21][C:19]=3[N:20]=2)=[CH:14][CH:15]=1)=[O:8] |f:3.4|. Procedure: First Route: 2-Furoic acid (1.85 g, 16.5 mmole) was dissolved in anhydrous methylene chloride (30 ml), to which solution was added a suspension of 2-(4-amino-phenyl)-6-methyl benzothiazole (4.76 g, 16.5 mmole) and N-methyl morpholine (2.0 g, 16.5 mmole) in methylene chloride (30 ml, at room temperature). Then, 1-hydroxy-benzotriazole hydrate (2.67 g, 16.5 mmole) and 1-(3-dimethyl amino propyl)-3-ethyl carbodiimide hydrochloride (4.75 g, 16.5 mmole) were added at room temperature. More methylene ... Product: COC(N[C@@H](C(C)C)C(=O)N1[C@@H](C[C@H](C1)O)C1=NC2=C(N1)C=CC(=C2)C2=CC=C(C=C2)C2=CC1=C(NC(=N1)[C@H]1N(C[C@@H](C1)O)C([C@H](C(C)C)NC(=O)OC)=O)C=C2)=O (((S)-1-{(2S,4R)-4-Hydroxy-2-[5-(4-{2-[(2S,4R)-4-hydroxy-1-((S)-2-methoxycarbonylamino-3-methyl-butyryl)-pyrrolidin-2-yl]-1H-benzoimidazol-5-yl}-phenyl)-1H-benzoimidazol-2-yl]-pyrrolidine-1-carbonyl}-2-methyl-propyl)-carbamic acid methyl ester). Run at time 1 hour. Starting materials: COC(N[C@@H](C(C)C)C(=O)N1[C@@H](C[C@H](C1)OC(C)(C)C)C1=NC2=C(N1)C=CC(=C2)C2=CC=C(C=C2)C2=CC1=C(NC(=N1)[C@H]1N(C[C@@H](C1)OC(C)(C)C)C([C@H](C(C)C)NC(=O)OC)=O)C=C2)=O (((S)-1-{(2S,4R)-4-tert-butoxy-2-[5-(4-{2-[(2S,4R)-4-tert-butoxy-1-((S)-2-methoxycarbonylamino-3-methyl-butyryl)-pyrrolidin-2-yl]-1H-benzoimidazol-5-yl}-phenyl)-1H-benzoimidazol-2-yl]-pyrrolidine-1-carbonyl}-2-methyl-propyl)-carbamic acid methyl ester), C(=O)(C(F)(F)F)O (TFA). Isolated yield 134.2%. Reported procedure: To a solution of compound from example 25 (15 mg, 0.015 mmol) is added TFA (0.3 mL) at 0° C. The reaction mixture is stirred 1 hour at rt, concentrated to dryness, and triturated with DCM (3×) to give title compound (16 mg). Reaction SMILES: [CH3:1][O:2][C:3](=[O:66])[NH:4][C@H:5]([C:9]([N:11]1[CH2:15][C@H:14]([O:16]C(C)(C)C)[CH2:13][C@H:12]1[C:21]1[NH:25][C:24]2[CH:26]=[CH:27][C:28]([C:30]3[CH:35]=[CH:34][C:33]([C:36]4[CH:65]=[CH:64][C:39]5[NH:40][C:41]([C@@H:43]6[CH2:47][C@@H:46]([O:48]C(C)(C)C)[CH2:45][N:44]6[C:53](=[O:63])[C@@H:54]([NH:58][C:59]([O:61][CH3:62])=[O:60])[CH:55]([CH3:57])[CH3:56])=[N:42][C:38]=5[CH:37]=4)=[CH:32][CH:31]=3)=[CH:29][C:23]=2[N:22]=1)=[O:10])[CH:6]([CH3:8])[CH3:7].C(O)(C(F)(F)F)=O>>[CH3:62][O:61][C:59](=[O:60])[NH:58][C@H:54]([C:53]([N:44]1[CH2:45][C@H:46]([OH:48])[CH2:47][C@H:43]1[C:41]1[NH:40][C:39]2[CH:64]=[CH:65][C:36]([C:33]3[CH:32]=[CH:31][C:30]([C:28]4[CH:27]=[CH:26][C:24]5[NH:25][C:21]([C@@H:12]6[CH2:13][C@@H:14]([OH:16])[CH2:15][N:11]6[C:9](=[O:10])[C@@H:5]([NH:4][C:3]([O:2][CH3:1])=[O:66])[CH:6]([CH3:8])[CH3:7])=[N:22][C:23]=5[CH:29]=4)=[CH:35][CH:34]=3)=[CH:37][C:38]=2[N:42]=1)=[O:63])[CH:55]([CH3:56])[CH3:57]. The reactants are C(C1=CC=CC=C1)N(C)CCCC(C(=O)N)(C1=CC=CC=C1)C1=CC=CC=C1 (5-(N-benzyl-N-methylamino)-2,2-diphenylpentanamide). Reagents/catalysts: [Pd] (palladium-on-carbon). The solvent is C(C)O (ethanol). Reaction conditions: time 87 hour. Product: C1(=CC=CC=C1)C(C(=O)N)(CCCNC)C1=CC=CC=C1 (2,2-diphenyl-5-methylaminopentanamide). RXN SMILES: [CH2:1]([N:8]([CH2:10][CH2:11][CH2:12][C:13]([C:23]1[CH:28]=[CH:27][CH:26]=[CH:25][CH:24]=1)([C:17]1[CH:22]=[CH:21][CH:20]=[CH:19][CH:18]=1)[C:14]([NH2:16])=[O:15])C)C1C=CC=CC=1>C(O)C.[Pd]>[C:17]1([C:13]([C:23]2[CH:28]=[CH:27][CH:26]=[CH:25][CH:24]=2)([CH2:12][CH2:11][CH2:10][NH:8][CH3:1])[C:14]([NH2:16])=[O:15])[CH:18]=[CH:19][CH:20]=[CH:21][CH:22]=1. Procedure: A mixture of 5-(N-benzyl-N-methylamino)-2,2-diphenylpentanamide (11 g--see Example 1) and 10% palladium-on-carbon (1.1 g) in ethanol (150 ml) was hydrogenated at room temperature and 50 p.s.i. (344.7 kPa) pressure for 87 hours. The mixture was filtered and the filtrate concentrated in vacuo to give an oil. The oil was triturated with ether to give the title compound as a colourless powder, yield 4.5 g.